Dataset: the Open Reaction Database (ORD), a public repository of structured organic reaction records. Task: describe an organic reaction: reactants, conditions, products, and yield The reactants are O([Si](C)(C)C(C)(C)C)[C@@](C(C(=O)OS(=O)(=O)C)(F)F)(O)[C@H](O)C(O)O[Si](C)(C)C(C)(C)C (3,5-bis(t-butyldimethylsiloxy)-1-methanesulfonyloxy-2-desoxy-2,2-difluororibose), FC(S(=O)(=O)O[Si](C)(C)C)(F)F (trifluoromethanesulfonyloxytrimethylsilane), CC=1C(=NC(=NC1)O[Si](C)(C)C)O[Si](C)(C)C (5-methyl-2,4-bis(trimethylsilyloxy)pyrimidine), ClCCCl (1,2-dichloroethane). The solvent is CO (methanol). Conditions: time 30 minute. Yields the product CC=1C(NC(N(C1)C(=O)C([C@H](O)[C@H](O)CO)(F)F)=O)=O (1-(5-methyl-2,4-dioxo-1H,3H-pyrimidin-1-yl)-2-desoxy-2,2-difluororibose). RXN SMILES: O([C@:9]([C@@H:21]([CH:23]([O:25][Si](C(C)(C)C)(C)C)O)[OH:22])([OH:20])[C:10]([F:19])([F:18])[C:11]([O:13]S(C)(=O)=O)=O)[Si](C(C)(C)C)(C)C.[CH3:33][C:34]1[C:35]([O:45][Si](C)(C)C)=[N:36][C:37]([O:40][Si](C)(C)C)=[N:38][CH:39]=1.ClCCCl.FC(F)(F)S(O[Si](C)(C)C)(=O)=O>CO>[CH3:33][C:34]1[C:35](=[O:45])[NH:36][C:37](=[O:40])[N:38]([C:11]([C:10]([F:18])([F:19])[C@@H:9]([C@@H:21]([CH2:23][OH:25])[OH:22])[OH:20])=[O:13])[CH:39]=1. Procedure details: To 2.59 g. of 3,5-bis(t-butyldimethylsiloxy)-1-methanesulfonyloxy-2-desoxy-2,2-difluororibose was added 1.60 g. of 5-methyl-2,4-bis(trimethylsilyloxy)pyrimidine and 45 ml. of dry 1,2-dichloroethane. To this mixture was added 1.45 g. of trifluoromethanesulfonyloxytrimethylsilane, and the clear solution was stirred under nitrogen at reflux for about 2-3 hours. The reaction was then cooled to ambient temperature and 1.35 ml. of methanol were added and the suspension was stirred for 30 minutes. The ...